This data is from the Open Reaction Database (ORD), a public repository of structured organic reaction records. The task is: describe an organic reaction: reactants, conditions, products, and yield Starting materials: CC1(C=2C=CC(=CC2C(=CC1)C=1SC(=CN1)C)C#CC1=CC=C(C(=O)OCC)C=C1)C (ethyl 4-[5,6-dihydro-5,5-dimethyl-8-(5-methylthiazol-2-yl)-2-naphthalenyl)ethynylbenzoate), CC1(C=2C=CC(=CC2C(=CC1)C=1SC(=CN1)C)C#CC1=CC=C(C(=O)OCC)C=C1)C (ethyl 4-[5,6-dihydro-5,5-dimethyl-8-(5-methylthiazol-2-yl)-2-naphthalenyl)ethynylbenzoate), [OH-].[Na+] (NaOH). Run in CCO (EtOH). Reaction conditions: temperature 50 celsius. Product: CC1(C=2C=CC(=CC2C(=CC1)C=1SC(=CN1)C)CCC1=CC=C(C(=O)O)C=C1)C (4-[(5,6-Dihydro-5,5-dimethyl-8-(5-methylthiazol-2-yl)-2-naphthalenyl)ethyl]benzoic acid). Reaction SMILES: [CH3:1][C:2]1([CH3:31])[CH2:11][CH:10]=[C:9]([C:12]2[S:13][C:14]([CH3:17])=[CH:15][N:16]=2)[C:8]2[CH:7]=[C:6]([C:18]#[C:19][C:20]3[CH:30]=[CH:29][C:23]([C:24]([O:26]CC)=[O:25])=[CH:22][CH:21]=3)[CH:5]=[CH:4][C:3]1=2.[OH-].[Na+]>CCO>[CH3:1][C:2]1([CH3:31])[CH2:11][CH:10]=[C:9]([C:12]2[S:13][C:14]([CH3:17])=[CH:15][N:16]=2)[C:8]2[CH:7]=[C:6]([CH2:18][CH2:19][C:20]3[CH:21]=[CH:22][C:23]([C:24]([OH:26])=[O:25])=[CH:29][CH:30]=3)[CH:5]=[CH:4][C:3]1=2 |f:1.2|. Procedure: To a solution of ethyl 4-[5,6-dihydro-5,5-dimethyl-8-(5-methylthiazol-2-yl)-2-naphthalenyl)ethynylbenzoate (Compound 15) (100 mg, 0.23 mmol) and 4 ml of EtOH at room temperature was added aqueous NaOH (1 ml, 1M, 1 mmol). The resulting solution was warmed to 50° C. for 1 hour and concentrated in vacuo. The residue was suspended in a solution of CH2Cl2 and ether (5:1) and acidified to pH 5 with 1M aqueous HCl. The layers were separated and the organic layer was washed with brine, dried (Na2SO4), f... Yields the product C(C)(C)NC(OC[C@H]1[C@@H](N(C(O1)=O)C1=CC=C(C=C1)OC1=CC=C(C=C1)Cl)C1=CC=CC=C1)=O (((4S,5R)-3-(4-(4-chlorophenoxy)phenyl)-4-phenyl-2-oxooxazolidin-5-yl)methyl isopropylcarbamate). Procedure details: To (4S,5R)-3-(4-(4-chlorophenoxy)phenyl)-5-(hydroxymethyl)-4-phenyloxazolidin-2-one (33 mg, 0.08 mmol) in 0.3 mL DMF was added isopropyl isocyanate (0.015 mL, 0.16 mmol). The reaction was stirred for 3 h at room temperature until reaction completed as judged by TLC. Water and ethyl acetate were added and the phases separated. The organic phase was washed with brine, dried (MgSO4), and concentrated. 13 mg (33%) of the title compound was obtained as a white solid after Prep-LC purification (10-90 ... Conditions: time 3 hour. Isolated yield 33.8%. As a reaction SMILES: [Cl:1][C:2]1[CH:28]=[CH:27][C:5]([O:6][C:7]2[CH:12]=[CH:11][C:10]([N:13]3[C@@H:17]([C:18]4[CH:23]=[CH:22][CH:21]=[CH:20][CH:19]=4)[C@H:16]([CH2:24][OH:25])[O:15][C:14]3=[O:26])=[CH:9][CH:8]=2)=[CH:4][CH:3]=1.[CH:29]([N:32]=[C:33]=[O:34])([CH3:31])[CH3:30].O.C(OCC)(=O)C>CN(C=O)C>[CH:29]([NH:32][C:33](=[O:34])[O:25][CH2:24][C@@H:16]1[O:15][C:14](=[O:26])[N:13]([C:10]2[CH:9]=[CH:8][C:7]([O:6][C:5]3[CH:4]=[CH:3][C:2]([Cl:1])=[CH:28][CH:27]=3)=[CH:12][CH:11]=2)[C@H:17]1[C:18]1[CH:23]=[CH:22][CH:21]=[CH:20][CH:19]=1)([CH3:31])[CH3:30]. Starting materials: ClC1=CC=C(OC2=CC=C(C=C2)N2C(O[C@H]([C@@H]2C2=CC=CC=C2)CO)=O)C=C1 ((4S,5R)-3-(4-(4-chlorophenoxy)phenyl)-5-(hydroxymethyl)-4-phenyloxazolidin-2-one), C(C)(C)N=C=O (isopropyl isocyanate), O (Water), C(C)(=O)OCC (ethyl acetate). Run in CN(C)C=O (DMF). Reactants: O (water), ice, [OH-].[NH4+] (ammonium hydroxide), CN(C)N=NC1=C(SC(=C1)[N+](=O)[O-])C(=O)OC (methyl 3-[(dimethylamino)diazenyl]-5-nitrothiophene-2-carboxylate). Solvent: C1CCOC1 (THF). Conditions: time 20 hour. The product is CN(C)N=NC1=C(SC(=C1)[N+](=O)[O-])C(=O)N (3-[(Dimethylamino)diazenyl]-5-nitrothiophene-2-carboxamide). Yield: 26.0%. As a reaction SMILES: [OH-].[NH4+:2].[CH3:3][N:4]([N:6]=[N:7][C:8]1[CH:12]=[C:11]([N+:13]([O-:15])=[O:14])[S:10][C:9]=1[C:16]([O:18]C)=O)[CH3:5].O>C1COCC1>[CH3:3][N:4]([N:6]=[N:7][C:8]1[CH:12]=[C:11]([N+:13]([O-:15])=[O:14])[S:10][C:9]=1[C:16]([NH2:2])=[O:18])[CH3:5] |f:0.1|. Procedure details: To an ice cold (0-5° C.) solution of ammonium hydroxide (35 mL) was added a solution of methyl 3-[(dimethylamino)diazenyl]-5-nitrothiophene-2-carboxylate (400 mg) in THF (10 mL) for 5 min and stirred at rt for 20 h. The solution was poured into ice cooled water and extracted with ethyl acetate (3×100 mL). The combined organic layer was washed with water, brine and dried over sodium sulfate. The solution was filtered and evaporated the solvent. The residue was chromatographed over silica gel colu...